Dataset: the Open Reaction Database (ORD), a public repository of structured organic reaction records. Task: describe an organic reaction: reactants, conditions, products, and yield Reactants: CO, C[O-], COC(=O)CCc1c(Cl)cc2nn(C)cc2c1C(=O)OC, [Na+], [Na+], C1CCOC1, [OH-], O=S(=O)(O)O. Yields the product Cn1cc2c3c(c(Cl)cc2n1)CCC3=O. As a reaction SMILES: [CH3:22][OH:23].[CH3:24][O-:25].[Cl:1][c:2]1[c:3]([CH2:16][CH2:17][C:18](=[O:13])[O:20][CH3:12])[c:4]([C:14]([O:15][CH3:19])=[O:21])[c:5]2[cH:6][n:7]([CH3:11])[n:8][c:9]2[cH:10]1.[Na+:26].[Na+:33].[O:34]1[CH2:35][CH2:36][CH2:37][CH2:38]1.[OH-:32].[S:27](=[O:28])(=[O:29])([OH:30])[OH:31]>>[Cl:1][c:2]1[c:3]2[c:4]([c:5]3[cH:6][n:7]([CH3:11])[n:8][c:9]3[cH:10]1)[C:18](=[O:20])[CH2:17][CH2:16]2. Reactants: C1(CC1)NC(=O)C=1N=NN(C1CP(=O)(OCC)OCC)C1=CC=C(C=C1)C(=O)NCC (N-cyclopropyl-5-(diethylphosphonomethyl)-1-{4-[(ethylamino)carbonyl]phenyl}-1H-1,2,3-triazole-4-carboxamide), C(C1=CC=CC=C1)(C1=CC=CC=C1)(C1=CC=CC=C1)N1C(=NC=C1)C=O (1-trityl-1H-imidazole-2-carbaldehyde), O (Water), [H-].[Na+] (sodium hydride). The solvent is C1CCOC1 (THF), C1CCOC1 (THF). Conditions: time 1 hour. Yields the product crude product, C1(CC1)NC(=O)C=1N=NN(C1\C=C\C=1N(C=CN1)C(C1=CC=CC=C1)(C1=CC=CC=C1)C1=CC=CC=C1)C1=CC=C(C=C1)C(=O)NCC (N-cyclopropyl-1-{4-[(ethylamino)carbonyl]phenyl}-5-[(E)-2-(1-trityl-1H-imidazol-2-yl)vinyl]-1H-1,2,3-triazole-4-carboxamide). Isolated yield 97.5%. RXN SMILES: [CH:1]1([NH:4][C:5]([C:7]2[N:8]=[N:9][N:10]([C:21]3[CH:26]=[CH:25][C:24]([C:27]([NH:29][CH2:30][CH3:31])=[O:28])=[CH:23][CH:22]=3)[C:11]=2[CH2:12]P(OCC)(OCC)=O)=[O:6])[CH2:3][CH2:2]1.[H-].[Na+].[C:34]([N:53]1[CH:57]=[CH:56][N:55]=[C:54]1[CH:58]=O)([C:47]1[CH:52]=[CH:51][CH:50]=[CH:49][CH:48]=1)([C:41]1[CH:46]=[CH:45][CH:44]=[CH:43][CH:42]=1)[C:35]1[CH:40]=[CH:39][CH:38]=[CH:37][CH:36]=1.O>C1COCC1>[CH:1]1([NH:4][C:5]([C:7]2[N:8]=[N:9][N:10]([C:21]3[CH:22]=[CH:23][C:24]([C:27]([NH:29][CH2:30][CH3:31])=[O:28])=[CH:25][CH:26]=3)[C:11]=2/[CH:12]=[CH:58]/[C:54]2[N:53]([C:34]([C:35]3[CH:40]=[CH:39][CH:38]=[CH:37][CH:36]=3)([C:41]3[CH:42]=[CH:43][CH:44]=[CH:45][CH:46]=3)[C:47]3[CH:52]=[CH:51][CH:50]=[CH:49][CH:48]=3)[CH:57]=[CH:56][N:55]=2)=[O:6])[CH2:2][CH2:3]1 |f:1.2|. Procedure details: To a suspension of N-cyclopropyl-5-(diethylphosphonomethyl)-1-{4-[(ethylamino)carbonyl]phenyl}-1H-1,2,3-triazole-4-carboxamide (500 mg) obtained in Example 321b) in THF (20 ml) was added sodium hydride (50% oil dispersion, 80 mg) at 0° C., and the mixture was stirred at room temperature for 1 hr. A solution of 1-trityl-1H-imidazole-2-carbaldehyde (367 mg) in THF (5 ml) was added to the obtained reaction mixture, and the mixture was stirred at room temperature overnight. Water was added to the re... Starting materials: CC1(C)CC(c2ccccn2)c2cc(C(N)=O)ccc2O1, O=P(Cl)(Cl)Cl. Yields the product CC1(C)CC(c2ccccn2)c2cc(C#N)ccc2O1. As a reaction SMILES: [CH3:1][C:2]1([CH3:21])[O:3][c:4]2[c:5]([cH:14][c:15]([C:18](=[O:19])[NH2:20])[cH:16][cH:17]2)[CH:6]([c:8]2[n:9][cH:10][cH:11][cH:12][cH:13]2)[CH2:7]1.[P:22]([Cl:23])([Cl:24])([Cl:25])=[O:26]>>[CH3:1][C:2]1([CH3:21])[O:3][c:4]2[c:5]([cH:14][c:15]([C:18]#[N:20])[cH:16][cH:17]2)[CH:6]([c:8]2[n:9][cH:10][cH:11][cH:12][cH:13]2)[CH2:7]1.